The task is: describe an organic reaction: reactants, conditions, products, and yield. This data is from the Open Reaction Database (ORD), a public repository of structured organic reaction records. The reactants are FC1=C(C(=CC=C1)F)N1C(C=CC2=C1N=C(N=C2C2=C(C=C(C=C2)F)C)S(=O)(=O)C)=O (8-(2,6-difluoro-phenyl)-4-(4-fluoro-2-methyl-phenyl)-2-methane-sulfonyl-8H-pyrido[2,3-d]pyrimidin-7-one), NC1CCOCC1 (4-aminotetra-hydropyran). The solvent is C1CCOC1 (THF). Run at time 18 hour. Product: O1CCC(CC1)NC=1N=C(C2=C(N1)N(C(C=C2)=O)C2=C(C=CC=C2F)F)C2=C(C=C(C=C2)F)C (2-(Tetrahydropyran-4-ylamino)-4-(4-fluoro-2-methylphenyl)-8-(2,6-difluorophenyl)-8H-pyrido[2,3-d]pyrimidin-7-one). Reaction SMILES: [F:1][C:2]1[CH:7]=[CH:6][CH:5]=[C:4]([F:8])[C:3]=1[N:9]1[C:14]2[N:15]=[C:16](S(C)(=O)=O)[N:17]=[C:18]([C:19]3[CH:24]=[CH:23][C:22]([F:25])=[CH:21][C:20]=3[CH3:26])[C:13]=2[CH:12]=[CH:11][C:10]1=[O:31].[NH2:32][CH:33]1[CH2:38][CH2:37][O:36][CH2:35][CH2:34]1>C1COCC1>[O:36]1[CH2:37][CH2:38][CH:33]([NH:32][C:16]2[N:17]=[C:18]([C:19]3[CH:24]=[CH:23][C:22]([F:25])=[CH:21][C:20]=3[CH3:26])[C:13]3[CH:12]=[CH:11][C:10](=[O:31])[N:9]([C:3]4[C:2]([F:1])=[CH:7][CH:6]=[CH:5][C:4]=4[F:8])[C:14]=3[N:15]=2)[CH2:34][CH2:35]1. Procedure details: The product of Example 48 (200 mg, 0.45 mmol) and 4-aminotetra-hydropyran (102 mg, 1 mmol) were combined in THF (10 mL) and stirred under Ar at 23° for 18 h. The solvents were removed in vacuo, and the residue was flash chromatographed with 0-15% EtOAc/CH2Cl2 Recrystallization from CH2Cl2/hexane gave the title compound as a light-yellow crystalline solid. mp 231-232°, LC MS m/z=467 (MH+) Retention time=2.27 min. Starting materials: CC(C)(C)NCc1cccc(-c2ccnc(Cl)n2)c1, ClCCl, CCN(C(C)C)C(C)C, C=CCOC(=O)Cl. Product: C=CCOC(=O)N(Cc1cccc(-c2ccnc(Cl)n2)c1)C(C)(C)C. RXN SMILES: [C:1]([CH3:2])([CH3:3])([CH3:4])[NH:5][CH2:6][c:7]1[cH:8][c:9](-[c:13]2[n:14][c:15]([Cl:19])[n:16][cH:17][cH:18]2)[cH:10][cH:11][cH:12]1.[CH2:36]([Cl:37])[Cl:38].[CH:27]([N:28]([CH:29]([CH3:30])[CH3:31])[CH2:32][CH3:33])([CH3:34])[CH3:35].[Cl:20][C:21](=[O:22])[O:23][CH2:24][CH:25]=[CH2:26]>>[C:1]([CH3:2])([CH3:3])([CH3:4])[N:5]([CH2:6][c:7]1[cH:8][c:9](-[c:13]2[n:14][c:15]([Cl:19])[n:16][cH:17][cH:18]2)[cH:10][cH:11][cH:12]1)[C:21](=[O:22])[O:23][CH2:24][CH:25]=[CH2:26].